From a dataset of the Open Reaction Database (ORD), a public repository of structured organic reaction records. describe an organic reaction: reactants, conditions, products, and yield Starting materials: C(C)OC=1C=C(C=CC1)C(C#N)(C)C (2-(3-Ethoxy-phenyl)-2-methyl-propionitrile), ICl (iodine monochloride), ICl (iodine monochloride). Solvent: C(C)(=O)O (acetic acid), C(C)(=O)O (acetic acid). Run at time 3 day. The product is C(C)OC=1C=C(C=CC1I)C(C#N)(C)C (2-(3-ethoxy-4-iodo-phenyl)-2-methyl-propionitrile). The yield is 51.0%. As a reaction SMILES: [CH2:1]([O:3][C:4]1[CH:5]=[C:6]([C:10]([CH3:14])([CH3:13])[C:11]#[N:12])[CH:7]=[CH:8][CH:9]=1)[CH3:2].[I:15]Cl>C(O)(=O)C>[CH2:1]([O:3][C:4]1[CH:5]=[C:6]([C:10]([CH3:13])([CH3:14])[C:11]#[N:12])[CH:7]=[CH:8][C:9]=1[I:15])[CH3:2]. Procedure details: 2-(3-Ethoxy-phenyl)-2-methyl-propionitrile (2.96 grams, 15.65 mmol) was dissolved in a freshly prepared acetic acid solution of iodine monochloride (20 mL of a 1.54 M iodine monochloride solution in acetic acid, 30.8 mmol). The reaction was slightly exothermic. The reaction mixture was allowed to stand at room temperature for 3 d. The reaction mixture was concentrated, and the residue was partitioned between ethyl acetate and water. The organic layer was washed with 10% sodium carbonate (1×), br... The reactants are C1CCOC1, CO, ClC1CCCCO1, Cl, [H-], [Na+], C1=COCCC1, c1c[nH]cn1. The product is c1cn(C2CCCCO2)cn1. Reaction SMILES: [CH2:22]1[O:23][CH2:24][CH2:25][CH2:26]1.[CH3:27][OH:28].[Cl:8][CH:9]1[O:10][CH2:11][CH2:12][CH2:13][CH2:14]1.[ClH:15].[H-:7].[Na+:6].[O:16]1[CH:17]=[CH:18][CH2:19][CH2:20][CH2:21]1.[nH:1]1[cH:2][n:3][cH:4][cH:5]1>>[n:1]1([CH:9]2[O:10][CH2:11][CH2:12][CH2:13][CH2:14]2)[cH:2][n:3][cH:4][cH:5]1. Reactants: C[O-].[Na+] (sodium methylate), COC(N(C)C)OC (N,N-dimethylformamide dimethyl acetal), OC=CC(=O)C1=CC=C(C=C1)Cl (4-chlorophenyl hydroxyvinyl ketone), C(=N)N (formamidine). The solvent is C(C)O (ethanol), O (water), C1(=CC=CC=C1)C (toluene). Conditions: time 15 minute. Product: N1=CN=CC(=C1)C(=O)C1=CC=C(C=C1)Cl (4-chlorophenyl 5-pyrimidinyl ketone). The yield is 30.8%. As a reaction SMILES: COC(OC)[N:4]([CH3:6])[CH3:5].O[CH:10]=[CH:11][C:12]([C:14]1[CH:19]=[CH:18][C:17]([Cl:20])=[CH:16][CH:15]=1)=[O:13].C(N)=[NH:22].C[O-].[Na+]>C1(C)C=CC=CC=1.C(O)C.O>[N:4]1[CH:5]=[C:11]([C:12]([C:14]2[CH:19]=[CH:18][C:17]([Cl:20])=[CH:16][CH:15]=2)=[O:13])[CH:10]=[N:22][CH:6]=1 |f:3.4|. Reported procedure: 7.7 g (0.065 mole) of N,N-dimethylformamide dimethyl acetal are added in portions to 10 g (0.055 mole) of 4-chlorophenyl hydroxyvinyl ketone (compare 1st stage) in 10 ml of toluene at 0° C. The reaction mixture is subsequently stirred for 15 minutes, and 5.7 g (0.055 mole) of formamidine kacetate are then added. After further subsequent stirring for 15 minutes, a solution of 3 g (0.055 mole) of sodium methylate in 80 ml of ethanol is added dropwise and the mixture is subsequently stirred under r... The reactants are FC=1C=CC(=NC1)N1C=NC=2C=NC=CC21 (1-(5-Fluoropyridin-2-yl)-1H-imidazo[4,5-c]pyridine), BrC1=NC=C(C=C1)F (2-bromo-5-fluoropyridine). Product: C1(=CC=CC=C1)N1C=NC=2C=NC=CC21 (1-Phenyl-1H-imidazo[4,5-c]pyridine). RXN SMILES: F[C:2]1[CH:3]=[CH:4][C:5]([N:8]2[C:16]3[CH:15]=[CH:14][N:13]=[CH:12][C:11]=3[N:10]=[CH:9]2)=N[CH:7]=1.Br[C:18]1C=CC(F)=CN=1>>[C:5]1([N:8]2[C:16]3[CH:15]=[CH:14][N:13]=[CH:12][C:11]=3[N:10]=[CH:9]2)[CH:4]=[CH:3][CH:2]=[CH:7][CH:18]=1. Procedure: Intermediate 2 was prepared in a manner analogous to Intermediate 1, substituting 2-bromobenzene for 2-bromo-5-fluoropyridine. MS (ESI): mass calculated for C12H9N3, 197.07; m/z found 198.1 [M+H]+.